Task: describe an organic reaction: reactants, conditions, products, and yield. Dataset: the Open Reaction Database (ORD), a public repository of structured organic reaction records Starting materials: Cn1nc(-c2ccc(C(F)(F)F)cc2)c(Br)c1C(C)(C)O[SiH2]C(C)(C)C, [Li]C(C)(C)C, C1CCOC1, CI, CCCCC. Yields the product Cc1c(-c2ccc(C(F)(F)F)cc2)nn(C)c1C(C)(C)O[SiH2]C(C)(C)C. RXN SMILES: [Br:11][c:12]1[c:13](-[c:27]2[cH:28][cH:29][c:30]([C:33]([F:34])([F:35])[F:36])[cH:31][cH:32]2)[n:14][n:15]([CH3:26])[c:16]1[C:17]([O:18][SiH2:19][C:20]([CH3:21])([CH3:22])[CH3:23])([CH3:24])[CH3:25].[C:1]([Li:2])([CH3:3])([CH3:4])[CH3:5].[CH2:39]1[O:40][CH2:41][CH2:42][CH2:43]1.[CH3:37][I:38].[CH3:6][CH2:7][CH2:8][CH2:9][CH3:10]>>[CH3:1][c:12]1[c:13](-[c:27]2[cH:28][cH:29][c:30]([C:33]([F:34])([F:35])[F:36])[cH:31][cH:32]2)[n:14][n:15]([CH3:26])[c:16]1[C:17]([O:18][SiH2:19][C:20]([CH3:21])([CH3:22])[CH3:23])([CH3:24])[CH3:25]. Yields the product Cl, CC(CN1CCN(c2ccccc2)CC1)Nc1ccccc1C(N)=O. Starting materials: CC(=O)[O-], CCO, ClC(Cl)Cl, CC(Cl)CN1CCN(c2ccccc2)CC1, Cl, Cl, Cl, NC(=O)c1ccccc1N, [Na+], O. As a reaction SMILES: [CH3:12][C:13](=[O:14])[O-:15].[CH3:35][CH2:36][OH:37].[CH:38]([Cl:39])([Cl:40])[Cl:41].[Cl:18][CH:19]([CH2:20][N:21]1[CH2:22][CH2:23][N:24]([c:27]2[cH:28][cH:29][cH:30][cH:31][cH:32]2)[CH2:25][CH2:26]1)[CH3:33].[ClH:16].[ClH:17].[ClH:34].[NH2:1][c:2]1[c:3]([C:4](=[O:5])[NH2:6])[cH:7][cH:8][cH:9][cH:10]1.[Na+:11].[OH2:42]>>[ClH:18].[NH:1]([c:2]1[c:3]([C:4](=[O:5])[NH2:6])[cH:7][cH:8][cH:9][cH:10]1)[CH:19]([CH2:20][N:21]1[CH2:22][CH2:23][N:24]([c:27]2[cH:28][cH:29][cH:30][cH:31][cH:32]2)[CH2:25][CH2:26]1)[CH3:33].